This data is from the Open Reaction Database (ORD), a public repository of structured organic reaction records. The task is: describe an organic reaction: reactants, conditions, products, and yield Reactants: solution, C[Si](C)(C)[N-][Si](C)(C)C.[Na+] (NaHMDS), C1CCOC1 (THF), ClCOCC[Si](C)(C)C ((2-(chloromethoxy)ethyl)trimethylsilane), ClC1=CC2=C(C=N1)C=CN2 (6-chloro-1H-pyrrolo[3,2-c]pyridine). The solvent is O (water), C(Cl)Cl (DCM), CN(C)C=O (DMF). Run at time 2 hour. Yields the product ClC1=CC2=C(C=N1)C=CN2COCC[Si](C)(C)C (6-chloro-1-((2-(trimethylsilyl)ethoxy)methyl)-1H-pyrrolo[3,2-c]pyridine). RXN SMILES: [Cl:1][C:2]1[N:7]=[CH:6][C:5]2[CH:8]=[CH:9][NH:10][C:4]=2[CH:3]=1.C[Si]([N-][Si](C)(C)C)(C)C.[Na+].C1COCC1.Cl[CH2:27][O:28][CH2:29][CH2:30][Si:31]([CH3:34])([CH3:33])[CH3:32]>CN(C=O)C.O.C(Cl)Cl>[Cl:1][C:2]1[N:7]=[CH:6][C:5]2[CH:8]=[CH:9][N:10]([CH2:27][O:28][CH2:29][CH2:30][Si:31]([CH3:34])([CH3:33])[CH3:32])[C:4]=2[CH:3]=1 |f:1.2|. Procedure details: 6-chloro-1H-pyrrolo[3,2-c]pyridine (1 g, 6.6 mmol) was dissolved in DMF (5 mL) under Ar and the solution was cooled in an ice water bath. A 1 M solution of NaHMDS in THF (7.5 mL, 7.5 mmol) was added over 1.5 min and the reaction mixture was stirred 20 min. (2-(chloromethoxy)ethyl)trimethylsilane (1.3 mL, 7.5 mmol) was then added and the reaction mixture was stirred for 2 h. The mixture was then diluted with water and DCM, and the aqueous phase was extracted with DCM (2×). The combined organic ph... The reactants are C(O[C@H]1[C@@H](C[C@H]2[C@H]1O[Si](O[Si](OC2)(C(C)C)C(C)C)(C(C)C)C(C)C)N2C1=NC=NC(=C1N=C2)Cl)(OC2=CC=CC=C2)=S (O-[(6aR,8R,9S,9aR)-8-(6-chloro-9H-purin-9-yl)-2,2,4,4-tetraisopropylhexahydrocyclopenta[f][1,3,5,2,4]trioxadisilocin-9-yl] O-phenyl thiocarbonate), C(CCC)[SnH](CCCC)CCCC (tri-n-butyltin hydride), N(=NC(C#N)(C)C)C(C#N)(C)C (2,2′-azo-bis-isobutyronitrile). The solvent is C1(=CC=CC=C1)C (toluene). Product: ClC1=C2N=CN(C2=NC=N1)[C@@H]1C[C@H]2[C@@H](O[Si](O[Si](OC2)(C(C)C)C(C)C)(C(C)C)C(C)C)C1 (6-chloro-9-[(6aR,8R,9aS)-2,2,4,4tetraisopropylhexahydrocyclopenta[f][1,3,5,2,4]-trioxadisilocin-8-yl]-9H-purine). The yield is 0.0%. As a reaction SMILES: C(=S)(OC1C=CC=CC=1)O[C@@H:3]1[C@@H:7]2[O:8][Si:9]([CH:23]([CH3:25])[CH3:24])([CH:20]([CH3:22])[CH3:21])[O:10][Si:11]([CH:17]([CH3:19])[CH3:18])([CH:14]([CH3:16])[CH3:15])[O:12][CH2:13][C@H:6]2[CH2:5][C@H:4]1[N:26]1[CH:34]=[N:33][C:32]2[C:27]1=[N:28][CH:29]=[N:30][C:31]=2[Cl:35].C([SnH](CCCC)CCCC)CCC.N(C(C)(C)C#N)=NC(C)(C)C#N>C1(C)C=CC=CC=1>[Cl:35][C:31]1[N:30]=[CH:29][N:28]=[C:27]2[C:32]=1[N:33]=[CH:34][N:26]2[C@H:4]1[CH2:3][C@@H:7]2[O:8][Si:9]([CH:20]([CH3:22])[CH3:21])([CH:23]([CH3:25])[CH3:24])[O:10][Si:11]([CH:17]([CH3:18])[CH3:19])([CH:14]([CH3:15])[CH3:16])[O:12][CH2:13][C@H:6]2[CH2:5]1. Procedure: To a solution of O-[(6aR,8R,9S,9aR)-8-(6-chloro-9H-purin-9-yl)-2,2,4,4-tetraisopropylhexahydrocyclopenta[f][1,3,5,2,4]trioxadisilocin-9-yl] O-phenyl thiocarbonate (0.851 g, 1.28 mol) in toluene (20 mL) was added tri-n-butyltin hydride (0.680 mL, 2.53 mmol) and 2,2′-azo-bis-isobutyronitrile (0.075 g, 0.46 mmol). This solution was refluxed for 1 h. The reaction mixture was concentrated and purified by flash chromatography (0 to 50% EtOAc/hexanes) to afford the title compound (0.14 g, 74%).